Dataset: the Open Reaction Database (ORD), a public repository of structured organic reaction records. Task: describe an organic reaction: reactants, conditions, products, and yield Starting materials: FC1=C(C(=O)O\C(=C/C2=NC3=C(N2C(C2=C(C=C(C=C2)F)F)=O)CC(CC3C)C)\C3=C(C=C(C=C3)F)F)C=CC(=C1)F ((Z)-2-[1-(2,4-Difluorobenzoyl)-4,6-dimethyl-4,5,6,7-tetrahydro-1H-benzimidazol-2-yl]-1-(2,4-difluorophenyl)ethenyl 2,4-difluorobenzoate). Run in O1CCOCC1 (dioxane), Cl (hydrogen chloride). Run at temperature 100 celsius. The product is FC1=C(C=CC(=C1)F)C(CC1=NC2=C(N1)CC(CC2C)C)=O (1-(2,4-Difluoro-phenyl)-2-(4,6-dimethyl-4,5,6,7-tetrahydro-1H-benzimidazol-2-yl)ethanone). Isolated yield 26.1%. Reaction SMILES: FC1C=C(F)C=CC=1C([O:6]/[C:7](/[C:30]1[CH:35]=[CH:34][C:33]([F:36])=[CH:32][C:31]=1[F:37])=[CH:8]\[C:9]1[N:13](C(=O)C2C=CC(F)=CC=2F)[C:12]2[CH2:24][CH:25]([CH3:29])[CH2:26][CH:27]([CH3:28])[C:11]=2[N:10]=1)=O>O1CCOCC1.Cl>[F:37][C:31]1[CH:32]=[C:33]([F:36])[CH:34]=[CH:35][C:30]=1[C:7](=[O:6])[CH2:8][C:9]1[NH:13][C:12]2[CH2:24][CH:25]([CH3:29])[CH2:26][CH:27]([CH3:28])[C:11]=2[N:10]=1. Reported procedure: The compound of example X, step 4 is dissolved in 10 ml dioxane and 20 ml of hydrogen chloride solution (37%). The solution is heated at 100° C. for 20 h. The organic solvent is evaporated under vacuum. 30 ml water is added to the residue and the mixture is extracted with ethyl acetate. The water phase is reduced under vacuum. The residue is washed with sodium hydroxide solution to yield 150 mg (26.1% of th.) 1-(2,4-Difluoro-phenyl)-2-(4,6-dimethyl-4,5,6,7-tetrahydro-1H-benzimidazol-2-yl)ethanon... Starting materials: C1CCC(CC1)N=C=NC2CCCCC2 (DCC), C(C)(=O)OC1=CC=C(C=CC(=O)O)C=C1 (4-acetyloxycinnamic acid), CS(=O)(=O)OC1=C(C=C(C=C1)C(N)=N)C(C1=CC=CC=C1)=O (4-amidino-2-benzoylphenol methanesulfonate). The solvent is N1=CC=CC=C1 (pyridine). Conditions: time 30 minute. The product is C(C)(=O)OC1=CC=C(C=CC(=O)OC2=C(C=C(C=C2)C(N)=N)C(C2=CC=CC=C2)=O)C=C1 (4-amidino-2-benzoylphenyl 4-acetyloxycinnamate). The yield is 73.0%. As a reaction SMILES: [C:1]([O:4][C:5]1[CH:15]=[CH:14][C:8]([CH:9]=[CH:10][C:11]([OH:13])=[O:12])=[CH:7][CH:6]=1)(=[O:3])[CH3:2].C1CCC(N=C=NC2CCCCC2)CC1.CS(O[C:36]1[CH:41]=[CH:40][C:39]([C:42](=[NH:44])[NH2:43])=[CH:38][C:37]=1[C:45](=[O:52])[C:46]1[CH:51]=[CH:50][CH:49]=[CH:48][CH:47]=1)(=O)=O>N1C=CC=CC=1>[C:1]([O:4][C:5]1[CH:15]=[CH:14][C:8]([CH:9]=[CH:10][C:11]([O:13][C:36]2[CH:41]=[CH:40][C:39]([C:42](=[NH:43])[NH2:44])=[CH:38][C:37]=2[C:45](=[O:52])[C:46]2[CH:51]=[CH:50][CH:49]=[CH:48][CH:47]=2)=[O:12])=[CH:7][CH:6]=1)(=[O:3])[CH3:2]. Reported procedure: To a mixture of 3.1 g of 4-acetyloxycinnamic acid and 50 ml of dried pyridine, while being cooled in ice, was added 3.7 g of DCC. To the mixture, after having been stirred for 30 minutes, was added 5.0 g of 4-amidino-2-benzoylphenol methanesulfonate. The mixture was stirred overnight at room temperature. The insolubles precipitated from the reaction mixture were collected by filtration and mixed with DMF. Ethyl ether was added to the supernatant to precipitate an insoluble substance which was re... The reactants are CC(C)=CCBr, [H-], [H][H], [Na+], CN(C)C=O, O=c1[nH]c2ccccc2nc1CCCO. The product is CC(C)=CCn1c(=O)c(CCCO)nc2ccccc21. As a reaction SMILES: [CH2:20]([CH:21]=[C:22]([CH3:23])[CH3:24])[Br:25].[H-:1].[H:18][H:19].[Na+:2].[O:26]=[CH:27][N:28]([CH3:29])[CH3:30].[OH:3][CH2:4][CH2:5][CH2:6][c:7]1[c:8](=[O:17])[nH:9][c:10]2[cH:11][cH:12][cH:13][cH:14][c:15]2[n:16]1>>[OH:3][CH2:4][CH2:5][CH2:6][c:7]1[c:8](=[O:17])[n:9]([CH2:20][CH:21]=[C:22]([CH3:23])[CH3:24])[c:10]2[cH:11][cH:12][cH:13][cH:14][c:15]2[n:16]1. Product: ClC1=CC=C(C=C1)C1C(N=C(N1)C1=C(C=C(C=C1)OC)OCC)CCCCC (5-(4-Chloro-phenyl)-2-(2-ethoxy-4-methoxy-phenyl)-4-pentyl-4,5-dihydro-1H-imidazole). Reaction SMILES: ClC1C=CC(C(N)C(N)CCCCC)=CC=1.Cl.C(OC1C=C(OC)C=CC=1C(=N)OCC)C.[Cl:34][C:35]1[CH:40]=[CH:39][C:38]([CH:41]2[NH:45][C:44]([C:46]3[CH:51]=[CH:50][C:49]([O:52][CH3:53])=[CH:48][C:47]=3[O:54][CH2:55][CH3:56])=[N:43][CH:42]2[CH2:57][CH:58]2C[CH2:61][CH2:60][CH2:59]2)=[CH:37][CH:36]=1>>[Cl:34][C:35]1[CH:36]=[CH:37][C:38]([CH:41]2[NH:45][C:44]([C:46]3[CH:51]=[CH:50][C:49]([O:52][CH3:53])=[CH:48][C:47]=3[O:54][CH2:55][CH3:56])=[N:43][CH:42]2[CH2:57][CH2:58][CH2:59][CH2:60][CH3:61])=[CH:39][CH:40]=1 |f:1.2|. Starting materials: ClC1=CC=C(C=C1)C(C(CCCCC)N)N (1-(4-chloro-phenyl)-heptane-1,2-diamine), Cl.C(C)OC1=C(C(OCC)=N)C=CC(=C1)OC (ethyl 2-ethoxy-4-methoxy-benzimidate hydrochloride), ClC1=CC=C(C=C1)C1C(N=C(N1)C1=C(C=C(C=C1)OC)OCC)CC1CCCC1 (5-(4-chloro-phenyl)-4-cyclopentylmethyl-2-(2-ethoxy-4-methoxy-phenyl)-4,5-dihydro-1H-imidazole). Procedure: 5-(4-Chloro-phenyl)-2-(2-ethoxy-4-methoxy-phenyl)-4-pentyl-4,5-dihydro-1H-imidazole was prepared from 1-(4-chloro-phenyl)-heptane-1,2-diamine and ethyl 2-ethoxy-4-methoxy-benzimidate hydrochloride in an analogous manner as described for the preparation of 5-(4-chloro-phenyl)-4-cyclopentylmethyl-2-(2-ethoxy-4-methoxy-phenyl)-4,5-dihydro-1H-imidazole (Example 9). HR-MS (ES, m/z) observed 401.1993, calculated for C23H30N2O2Cl [(M+H)+]401.1991. The reactants are [Cl-].N(C1=CC=CC=C1)C1=CC(=C(C=C1)[N+]#N)OC (4-anilino-2-methoxybenzenediazonium chloride), F[As-](F)(F)(F)(F)F.[H+] (hexafluoroarsenic acid). Run in O (water). Product: F[As-](F)(F)(F)(F)F.N(C1=CC=CC=C1)C1=CC(=C(C=C1)[N+]#N)OC (4-Anilino-2-methoxybenzenediazonium hexafluoroarsenate). The yield is 90.0%. As a reaction SMILES: [Cl-].[NH:2]([C:9]1[CH:14]=[CH:13][C:12]([N+:15]#[N:16])=[C:11]([O:17][CH3:18])[CH:10]=1)[C:3]1[CH:8]=[CH:7][CH:6]=[CH:5][CH:4]=1.[F:19][As-:20]([F:25])([F:24])([F:23])([F:22])[F:21].[H+]>O>[F:19][As-:20]([F:25])([F:24])([F:23])([F:22])[F:21].[NH:2]([C:9]1[CH:14]=[CH:13][C:12]([N+:15]#[N:16])=[C:11]([O:17][CH3:18])[CH:10]=1)[C:3]1[CH:4]=[CH:5][CH:6]=[CH:7][CH:8]=1 |f:0.1,2.3,5.6|. Procedure: 4-Anilino-2-methoxybenzenediazonium hexafluoroarsenate was prepared by reacting 4-anilino-2-methoxybenzenediazonium chloride with hexafluoroarsenic acid in water. The resultant produt gave a 90% yield which melted at 167° (dec.) and assayed over 95%. When the product was recrystallized from methanol it melted at 171.5° (dec.); analysis 9.69%, 9.76% N; calculated 10.12% N. The product has a maximum molar absorptivity at 365 mμ of 31,900 in methanol. Film bases of cellulose triacetate and cellulos... The reactants are C([O-])(O)=O.[Na+] (sodium bicarbonate), C(C)OC(=O)C1=C(N(C=C1O)C)CC(=O)OCC (Ethyl 3-ethoxycarbonyl-4-hydroxy-1-methylpyrrole-2-acetate), ClC1=CC=C(C(=O)Cl)C=C1 (p-chlorobenzoyl chloride), FC(S(=O)(=O)O)(F)F (trifluoromethanesulfonic acid). Run in C(Cl)Cl (methylene chloride). Run at time 1 hour. Product: ClC1=CC=C(C(=O)C2=C(C(=C(N2C)CC(=O)OCC)C(=O)OCC)O)C=C1 (ethyl 5-(p-chlorobenzoyl)-3-ethoxycarbonyl-4-hydroxy-1-methylpyrrole-2-acetate). Isolated yield 69.8%. RXN SMILES: [CH2:1]([O:3][C:4]([C:6]1[C:10]([OH:11])=[CH:9][N:8]([CH3:12])[C:7]=1[CH2:13][C:14]([O:16][CH2:17][CH3:18])=[O:15])=[O:5])[CH3:2].[Cl:19][C:20]1[CH:28]=[CH:27][C:23]([C:24](Cl)=[O:25])=[CH:22][CH:21]=1.FC(F)(F)S(O)(=O)=O.C(=O)(O)[O-].[Na+]>C(Cl)Cl>[Cl:19][C:20]1[CH:28]=[CH:27][C:23]([C:24]([C:9]2[N:8]([CH3:12])[C:7]([CH2:13][C:14]([O:16][CH2:17][CH3:18])=[O:15])=[C:6]([C:4]([O:3][CH2:1][CH3:2])=[O:5])[C:10]=2[OH:11])=[O:25])=[CH:22][CH:21]=1 |f:3.4|. Procedure: Ethyl 3-ethoxycarbonyl-4-hydroxy-1-methylpyrrole-2-acetate (255 mg, 1.0 mmol) is mixed with p-chlorobenzoyl chloride (385 μl, 3.0 mmol) under nitrogen, and 2.0 ml anhydrous trifluoromethanesulfonic acid is added. The reaction mixture is stirred at room temperature for one hour followed by dilution with methylene chloride (50 ml). Solid sodium bicarbonate is slowly added until the acid is neutralized. The solids are filtered off and washed with an additional 50 ml methylene chloride. The combined...